Dataset: the Open Reaction Database (ORD), a public repository of structured organic reaction records. Task: describe an organic reaction: reactants, conditions, products, and yield Reactants: FC=1C=C(C(C(=O)OC)(O)C2=CC(=CC(=C2)F)F)C=C(C1)F (methyl 3,3′,5,5′-tetrafluorobenzilate), [C@@]12(C=CC[C@H](CC1)N2C)O (tropenol), [H-].[Na+] (NaH). Product: FC=1C=C(C(C(=O)O[C@]23C=CC[C@H](CC2)N3C)(O)C3=CC(=CC(=C3)F)F)C=C(C1)F (tropenol 3,3′,5,5′-tetrafluorobenzilate). Procedure: 1.53 g (0.0636 mol) of NaH are placed in 30 ml of toluene, a solution of 14 g (0.0446 mol) of 3j and 8.85 g (0.0636 mol) of tropenol in 80 ml of toluene is added dropwise at 10° C. and 860 mbar. The alcohol produced during the reaction is distilled off while at the same time toluene is added dropwise. After 3 hours, the mixture is cooled and extracted, with dichloromethane and water. The combined organic phases were dried over MgSO4 and evaporated to dryness. The residue was stirred with petrole... Reaction SMILES: [H-].[Na+].[F:3][C:4]1[CH:5]=[C:6]([CH:21]=[C:22]([F:24])[CH:23]=1)[C:7]([C:13]1[CH:18]=[C:17]([F:19])[CH:16]=[C:15]([F:20])[CH:14]=1)([OH:12])[C:8]([O:10][CH3:11])=[O:9].[C@@:25]12(O)[N:32](C)[C@@H:29]([CH2:30][CH2:31]1)[CH2:28][CH:27]=[CH:26]2>C1(C)C=CC=CC=1>[F:3][C:4]1[CH:5]=[C:6]([CH:21]=[C:22]([F:24])[CH:23]=1)[C:7]([C:13]1[CH:18]=[C:17]([F:19])[CH:16]=[C:15]([F:20])[CH:14]=1)([OH:12])[C:8]([O:10][C@@:11]12[N:32]([CH3:25])[C@@H:29]([CH2:30][CH2:31]1)[CH2:28][CH:27]=[CH:26]2)=[O:9] |f:0.1|. Run in C1(=CC=CC=C1)C (toluene), C1(=CC=CC=C1)C (toluene). Starting materials: C1CCC(CC1)N=C=NC2CCCCC2 (DCC), C(CC=C)(=O)O (3-butenoic acid). Solvent: C1CCOC1 (THF). The product is ester, C(CC=C)(=O)O (3-butenoic acid), C(=O)(NC1CCCCC1)NC1CCCCC1 (dicyclohexylurea). RXN SMILES: [C:1]([OH:6])(=[O:5])[CH2:2][CH:3]=[CH2:4].[CH2:7]1[CH2:12][CH2:11][CH:10]([N:13]=[C:14]=[N:15][CH:16]2[CH2:21][CH2:20][CH2:19][CH2:18][CH2:17]2)[CH2:9][CH2:8]1>C1COCC1>[C:1]([OH:6])(=[O:5])[CH2:2][CH:3]=[CH2:4].[C:14]([NH:13][CH:10]1[CH2:9][CH2:8][CH2:7][CH2:12][CH2:11]1)([NH:15][CH:16]1[CH2:21][CH2:20][CH2:19][CH2:18][CH2:17]1)=[O:5]. Procedure details: NHS ester of 3-butenoic acid was synthesized based following literature procedure.32 3-butenoic acid (1.0 g, 1.2 mmol) and NHS (1.47 g, 1.28 mmol) were dissolved in THF (30 ml). The solution was cooled in an ice bath and N,N′-dicyclohyxylcarbodiimide (DCC, 2.4 g, 1.2 mmol) was added under stirring. A white precipitate, dicyclohexylurea (DCU), formed after ˜5 min and the mixture was stirred for 1 hour at 0° C. The reaction proceeded at 4° C. overnight without any agitation. DCU was then removed b...